This data is from the Open Reaction Database (ORD), a public repository of structured organic reaction records. The task is: describe an organic reaction: reactants, conditions, products, and yield The reactants are N[C@@H](C)C(=O)N[C@H](CCC(O)=O)C(=O)OCC1=CC=CC=C1 (L-Ala-D-Glu(OH)OBzl), O (water), C[Si](C)(C)C(C(=O)N)[Si](C)(C)C (bis(trimethylsilyl)acetamide), C(CCCCCCCCCCCCCCCCC)(=O)Cl (stearoyl chloride). The solvent is C(Cl)Cl (methylene chloride). Product: N([C@@H](C)C(=O)N[C@H](CCC(O)=O)C(=O)OCC1=CC=CC=C1)C(=O)CCCCCCCCCCCCCCCCC (stearoyl-L-Ala-D-Glu(OH)OBzl). The yield is 93.7%. Reaction SMILES: [NH2:1][C@H:2]([C:4]([NH:6][C@@H:7]([C:13]([O:15][CH2:16][C:17]1[CH:22]=[CH:21][CH:20]=[CH:19][CH:18]=1)=[O:14])[CH2:8][CH2:9][C:10](=[O:12])[OH:11])=[O:5])[CH3:3].C[Si](C([Si](C)(C)C)C(N)=O)(C)C.[C:35](Cl)(=[O:53])[CH2:36][CH2:37][CH2:38][CH2:39][CH2:40][CH2:41][CH2:42][CH2:43][CH2:44][CH2:45][CH2:46][CH2:47][CH2:48][CH2:49][CH2:50][CH2:51][CH3:52].O>C(Cl)Cl>[NH:1]([C:35]([CH2:36][CH2:37][CH2:38][CH2:39][CH2:40][CH2:41][CH2:42][CH2:43][CH2:44][CH2:45][CH2:46][CH2:47][CH2:48][CH2:49][CH2:50][CH2:51][CH3:52])=[O:53])[C@H:2]([C:4]([NH:6][C@@H:7]([C:13]([O:15][CH2:16][C:17]1[CH:18]=[CH:19][CH:20]=[CH:21][CH:22]=1)=[O:14])[CH2:8][CH2:9][C:10](=[O:11])[OH:12])=[O:5])[CH3:3]. Procedure: L-Ala-D-Glu(OH)OBzl (1) (942 mg) was suspended in methylene chloride (40 ml), and bis(trimethylsilyl)acetamide (1.20 g) was added to the suspension under stirring. The resulting solution was treated with stearoyl chloride (900 mg) at ambient temperature and left for an hour. Evaporation of the solvent gave an oily residue which was treated with water to give white solides. The solides were collected by filtration, washed with water and dried over magnesium sulfate to give stearoyl-L-Ala-D-Glu(OH... Reactants: CC(C)([O-])C.[K+] (potassium tert-butoxide), C(C)(C)(C)OC(NO)=O (tert-butyl-N-hydroxycarbamate), BrC(C(=O)OC)(C)C (methyl 2-bromoisobutyrate), ice water. Solvent: CS(=O)C (DMSO), CS(=O)C (DMSO). Yields the product C(C)(C)(C)N(C(=O)C(C(=O)OC)(C)C)O (methyl 2-(tert-butyl-N-hydroxycarbamoyl)isobutyrate). The yield is 141.4%. As a reaction SMILES: [CH3:1][C:2]([CH3:5])([O-])[CH3:3].[K+].C(O[C:12](=[O:15])[NH:13][OH:14])(C)(C)C.Br[C:17]([CH3:23])([CH3:22])[C:18]([O:20][CH3:21])=[O:19]>CS(C)=O>[C:2]([N:13]([OH:14])[C:12]([C:17]([CH3:23])([CH3:22])[C:18]([O:20][CH3:21])=[O:19])=[O:15])([CH3:5])([CH3:3])[CH3:1] |f:0.1|. Procedure: To a solution of potassium tert-butoxide (2.78 g) in dry DMSO (40 mL), tert-butyl-N-hydroxycarbamate (3.00 g) was added. After 5 minutes methyl 2-bromoisobutyrate (2.97 g) in DMSO (50 mL) was added dropwise, maintaining the temperature below 30° C. After 0.5 hrs at room temperature the reaction was poured into ice/water (120 mL) and extracted three times with EtOAc. The combined organic layers were washed with water, brine, dried over Na2SO4 and the solvent evaporated to dryness to give methyl 2... Reactants: O1C(CCCC1)OCCCCC(SCC(=O)OCC)CCCC=1C=NC=CC1 (ethyl 8-(2-tetrahydropyranyloxy)-4-[3-(3-pyridyl)propyl]-3-thia-octanoate), Cl (hydrochloric acid), Cl (hydrochloric acid). Run in O1CCCC1 (tetrahydrofuran). Conditions: time 1 hour. Yields the product OCCCCC(SCC(=O)OCC)CCCC=1C=NC=CC1 (ethyl 8-hydroxy-4-[3-(3-pyridyl)propyl]-3-thia-octanoate). RXN SMILES: O1CCCCC1[O:7][CH2:8][CH2:9][CH2:10][CH2:11][CH:12]([CH2:20][CH2:21][CH2:22][C:23]1[CH:24]=[N:25][CH:26]=[CH:27][CH:28]=1)[S:13][CH2:14][C:15]([O:17][CH2:18][CH3:19])=[O:16].Cl>O1CCCC1>[OH:7][CH2:8][CH2:9][CH2:10][CH2:11][CH:12]([CH2:20][CH2:21][CH2:22][C:23]1[CH:24]=[N:25][CH:26]=[CH:27][CH:28]=1)[S:13][CH2:14][C:15]([O:17][CH2:18][CH3:19])=[O:16]. Procedure: To a solution of 0.241 g (0.59 mmol) ethyl 8-(2-tetrahydropyranyloxy)-4-[3-(3-pyridyl)propyl]-3-thia-octanoate in 1 ml tetrahydrofuran is added 1 ml of 1N hydrochloric acid. After stirring for 1 h at room temperature, thin layer chromatography indicates incomplete conversion. Another 0.35 ml of 6N hydrochloric acid is added and the mixture is stirred for 1 h. The pH of the reaction mixture is then adjusted to 8.0 and the resulting solution is extracted with methylene chloride. The organic layer ... The reactants are BrC=1C=C(C=CC1F)CCN(C(C1=C(C(=CC(=C1)C(F)(F)F)Cl)F)=O)CC1=CC=C(C=C1)C(C)(C)C (N-[2-(3-bromo-4-fluoro-phenyl)-ethyl]-N-(4-tert-butyl-benzyl)-3-chloro-2-fluoro-5-trifluoromethyl-benzamide), C(CC)B(O)O (n-propylboronic acid). The product is C(C)(C)(C)C1=CC=C(CN(C(C2=C(C(=CC(=C2)C(F)(F)F)Cl)F)=O)CCC2=CC(=C(C=C2)F)CCC)C=C1 (N-(4-tert-butyl-benzyl)-3-chloro-2-fluoro-N-[2-(4-fluoro-3-propyl-phenyl)-ethyl]-5-trifluoromethyl-benzamide). RXN SMILES: Br[C:2]1[CH:3]=[C:4]([CH2:9][CH2:10][N:11]([CH2:26][C:27]2[CH:32]=[CH:31][C:30]([C:33]([CH3:36])([CH3:35])[CH3:34])=[CH:29][CH:28]=2)[C:12](=[O:25])[C:13]2[CH:18]=[C:17]([C:19]([F:22])([F:21])[F:20])[CH:16]=[C:15]([Cl:23])[C:14]=2[F:24])[CH:5]=[CH:6][C:7]=1[F:8].[CH2:37](B(O)O)[CH2:38][CH3:39]>>[C:33]([C:30]1[CH:31]=[CH:32][C:27]([CH2:26][N:11]([CH2:10][CH2:9][C:4]2[CH:5]=[CH:6][C:7]([F:8])=[C:2]([CH2:37][CH2:38][CH3:39])[CH:3]=2)[C:12](=[O:25])[C:13]2[CH:18]=[C:17]([C:19]([F:20])([F:21])[F:22])[CH:16]=[C:15]([Cl:23])[C:14]=2[F:24])=[CH:28][CH:29]=1)([CH3:34])([CH3:36])[CH3:35]. Reported procedure: The title compound was prepared in analogy to example 3, using N-[2-(3-bromo-4-fluoro-phenyl)-ethyl]-N-(4-tert-butyl-benzyl)-3-chloro-2-fluoro-5-trifluoromethyl-benzamide (Example B178) and n-propylboronic acid. 552.2 [ISP (M+H)+]